Task: describe an organic reaction: reactants, conditions, products, and yield. Dataset: the Open Reaction Database (ORD), a public repository of structured organic reaction records Reactants: 43.7, NC=1C=C(C(=O)O)C=CC1NCCCC (3-amino-4-(butylamino)benzoic acid), Cl (hydrochloric acid), 22, N(=O)[O-].[Na+] (sodium nitrite). Run in O (water). Product: 33.3, C(CCC)N1N=NC2=C1C=CC(=C2)C(=O)O (1-butyl-1H-benzotriazole-5-carboxylic acid). The yield is 72.6%. RXN SMILES: [NH2:1][C:2]1[CH:3]=[C:4]([CH:8]=[CH:9][C:10]=1[NH:11][CH2:12][CH2:13][CH2:14][CH3:15])[C:5]([OH:7])=[O:6].Cl.[N:17]([O-])=O.[Na+]>O>[CH2:12]([N:11]1[C:10]2[CH:9]=[CH:8][C:4]([C:5]([OH:7])=[O:6])=[CH:3][C:2]=2[N:1]=[N:17]1)[CH2:13][CH2:14][CH3:15] |f:2.3|. Procedure: To a stirred and cooled mixture of 43.7 parts of 3-amino-4-(butylamino)benzoic acid and 200 parts of a hydrochloric acid solutin 6N was added dropwise a solution of 22 parts of sodium nitrite in a small amount of water. Upon complete addition, the reaction mixture was stirred for 4 hours at 10°-20° C. The product was filtered off, washed with 30 parts of water and crystallized from a mixture of 2-propanone and ethyl acetate. The product was filtered off and dried, yielding 33.3 parts (72.6%) of ... Reactants: ClB(Cl)Cl, CCCc1c(OCc2ccccc2)ccc2c(=O)cc(CCC(=O)OCC)oc12, ClCCl. The product is CCCc1c(O)ccc2c(=O)cc(CCC(=O)OCC)oc12. Reaction SMILES: [B:30]([Cl:31])([Cl:32])[Cl:33].[CH2:1]([c:2]1[cH:3][cH:4][cH:5][cH:6][cH:7]1)[O:8][c:9]1[c:10]([CH2:27][CH2:28][CH3:29])[c:11]2[c:12]([c:13](=[O:24])[cH:14][c:15]([CH2:17][CH2:18][C:19](=[O:20])[O:21][CH2:22][CH3:23])[o:16]2)[cH:25][cH:26]1.[Cl:34][CH2:35][Cl:36]>>[OH:8][c:9]1[c:10]([CH2:27][CH2:28][CH3:29])[c:11]2[c:12]([c:13](=[O:24])[cH:14][c:15]([CH2:17][CH2:18][C:19](=[O:20])[O:21][CH2:22][CH3:23])[o:16]2)[cH:25][cH:26]1. The reactants are C(C1=CC=CC=C1)N (benzyl amine), ClC[Si](C)(C)C (chloromethyl-trimethyl-silane), O (Water). Run in C(C)#N (acetonitrile). Yields the product C(C1=CC=CC=C1)NC[Si](C)(C)C (benzyl-trimethylsilanylmethyl-amine). Yield: 63.4%. Reaction SMILES: Cl[CH2:2][Si:3]([CH3:6])([CH3:5])[CH3:4].[CH2:7]([NH2:14])[C:8]1[CH:13]=[CH:12][CH:11]=[CH:10][CH:9]=1.O>C(#N)C>[CH2:7]([NH:14][CH2:2][Si:3]([CH3:6])([CH3:5])[CH3:4])[C:8]1[CH:13]=[CH:12][CH:11]=[CH:10][CH:9]=1. Reported procedure: To a stirred solution of chloromethyl-trimethyl-silane (25 g, 203.79 mmol, 1 eq.) in acetonitrile (250 mL) was added distilled benzyl amine (44.56 mL, 407.59 mmol, 2 eq) at room temperature. Resulting reaction mixture was refluxed for 16 hours. After consumption of starting material, reaction mixture was cooled to room temperature; benzyl amine hydrochloride salt was precipitate out. Solid was removed by filtration and filtrate was concentrated under reduced pressure to get yellow semi solid. Wa... The reactants are [Al+3], O=C([O-])O, C1CCOC1, CN1CCNc2ccccc2CC1, Cl, [H-], [H-], [H-], [H-], [Li+], O=N[O-], [Na+], [Na+], O. Yields the product CN1CCc2ccccc2N(N)CC1. As a reaction SMILES: [Al+3:24].[C:18](=[O:19])([OH:20])[O-:21].[CH2:31]1[O:32][CH2:33][CH2:34][CH2:35]1.[CH3:1][N:2]1[CH2:3][CH2:4][NH:5][c:6]2[c:7]([cH:10][cH:11][cH:12][cH:13]2)[CH2:8][CH2:9]1.[ClH:29].[H-:23].[H-:26].[H-:27].[H-:28].[Li+:25].[N:14]([O-:15])=[O:16].[Na+:17].[Na+:22].[OH2:30]>>[CH3:1][N:2]1[CH2:3][CH2:4][N:5]([NH2:14])[c:6]2[c:7]([cH:10][cH:11][cH:12][cH:13]2)[CH2:8][CH2:9]1. Reactants: O=C([O-])[O-], CCCS(=O)(=O)Cl, ClCCl, CC[N+](CC)(CC)Cc1ccccc1, Cc1cc(C(=O)c2c(C)nn(C)c2O)c(C)c2c1S(=O)(=O)CCC2(C)C, [Cl-], [K+], [K+]. Yields the product CCCS(=O)(=O)Oc1c(C(=O)c2cc(C)c3c(c2C)C(C)(C)CCS3(=O)=O)c(C)nn1C. As a reaction SMILES: [C:27](=[O:28])([O-:29])[O-:30].[CH2:33]([CH2:34][CH3:35])[S:36](=[O:37])(=[O:38])[Cl:39].[CH2:40]([Cl:41])[Cl:42].[CH2:44]([N+:45]([CH2:46][CH3:47])([CH2:48][CH3:49])[CH2:50][CH3:51])[c:52]1[cH:53][cH:54][cH:55][cH:56][cH:57]1.[CH3:1][C:2]1([CH3:26])[CH2:3][CH2:4][S:5](=[O:24])(=[O:25])[c:6]2[c:7]([CH3:23])[cH:8][c:9]([C:13](=[O:14])[c:15]3[c:16]([CH3:22])[n:17][n:18]([CH3:21])[c:19]3[OH:20])[c:10]([CH3:12])[c:11]21.[Cl-:43].[K+:31].[K+:32]>>[CH3:1][C:2]1([CH3:26])[CH2:3][CH2:4][S:5](=[O:24])(=[O:25])[c:6]2[c:7]([CH3:23])[cH:8][c:9]([C:13](=[O:14])[c:15]3[c:16]([CH3:22])[n:17][n:18]([CH3:21])[c:19]3[O:20][S:36]([CH2:33][CH2:34][CH3:35])(=[O:37])=[O:38])[c:10]([CH3:12])[c:11]21.